describe an organic reaction: reactants, conditions, products, and yield From a dataset of the Open Reaction Database (ORD), a public repository of structured organic reaction records. Reactants: 14.2, C(C)(=O)NC=1SC(=CC1C(=O)OC)Cl (methyl 2-acetamido-5-chlorothiophene-3-carboxylate), B(F)(F)F.CCOCC (boron trifluoride-etherate). Solvent: CO (methanol). Yields the product NC=1SC(=CC1C(=O)OC)Cl (methyl 2-amino-5-chlorothiophene-3-carboxylate), crystals. Reaction SMILES: C([NH:4][C:5]1[S:6][C:7]([Cl:14])=[CH:8][C:9]=1[C:10]([O:12][CH3:13])=[O:11])(=O)C.B(F)(F)F.CCOCC>CO>[NH2:4][C:5]1[S:6][C:7]([Cl:14])=[CH:8][C:9]=1[C:10]([O:12][CH3:13])=[O:11] |f:1.2|. Procedure details: A mixture of 14.2 parts of methyl 2-acetamido-5-chlorothiophene-3-carboxylate, 360 parts by volume of methanol and 30 parts by volume of boron trifluoride-etherate is refluxed for 4 hours. After evaporation of the solvent the residue is treated in a manner similar to that used in Reference Example 19, whereby methyl 2-amino-5-chlorothiophene-3-carboxylate is obtained as crystals melting at 100°-102.5° C. This product is identical with that obtained in Reference Example 19. Starting materials: C(F)(F)(C(F)(F)C(F)(F)C(F)(F)C(F)(F)C(F)(F)C(F)(F)C(F)(F)F)S(=O)(=O)NCC (C8F17SO2N(C2H5)H), C(C=C)(=O)O (acrylic acid). Product: C(F)(F)(C(F)(F)C(F)(F)C(F)(F)C(F)(F)C(F)(F)C(F)(F)C(F)(F)F)S(=O)(=O)N(CC)CCC(=O)O (C8F17SO2N(C2H5)CH2CH2CO2H). RXN SMILES: [C:1]([S:26]([NH:29][CH2:30][CH3:31])(=[O:28])=[O:27])([C:4]([C:7]([C:10]([C:13]([C:16]([C:19]([C:22]([F:25])([F:24])[F:23])([F:21])[F:20])([F:18])[F:17])([F:15])[F:14])([F:12])[F:11])([F:9])[F:8])([F:6])[F:5])([F:3])[F:2].[C:32]([OH:36])(=[O:35])[CH:33]=[CH2:34]>>[C:1]([S:26]([N:29]([CH2:34][CH2:33][C:32]([OH:36])=[O:35])[CH2:30][CH3:31])(=[O:27])=[O:28])([C:4]([C:7]([C:10]([C:13]([C:16]([C:19]([C:22]([F:24])([F:25])[F:23])([F:21])[F:20])([F:18])[F:17])([F:15])[F:14])([F:12])[F:11])([F:9])[F:8])([F:6])[F:5])([F:3])[F:2]. Reported procedure: Comparative Example C5 was prepared by the Michael addition of C8F17SO2N(C2H5)H to acrylic acid to produce C8F17SO2N(C2H5)CH2CH2CO2H. GLC analysis indicated about 20% unreacted starting material was present. The acid was then converted to the potassium salt. Starting materials: ClCCl, CCOC(=O)C(Cc1ccnc(NC(=O)OC(C)(C)C)c1)C(=O)OCC, CCO, [K+], [OH-]. The product is CCOC(=O)C(Cc1ccnc(NC(=O)OC(C)(C)C)c1)C(=O)O. Reaction SMILES: [CH2:32]([Cl:33])[Cl:34].[CH2:3]([CH3:4])[O:5][C:6]([CH:7]([C:8](=[O:9])[O:10][CH2:11][CH3:12])[CH2:13][c:14]1[cH:15][c:16]([NH:20][C:21](=[O:22])[O:23][C:24]([CH3:25])([CH3:26])[CH3:27])[n:17][cH:18][cH:19]1)=[O:28].[CH3:29][CH2:30][OH:31].[K+:2].[OH-:1]>>[CH2:3]([CH3:4])[O:5][C:6]([CH:7]([C:8](=[O:9])[OH:10])[CH2:13][c:14]1[cH:15][c:16]([NH:20][C:21](=[O:22])[O:23][C:24]([CH3:25])([CH3:26])[CH3:27])[n:17][cH:18][cH:19]1)=[O:28]. RXN SMILES: C([O:3][C:4](=[O:42])[CH2:5][NH:6][C:7]([C:9]1[N:10]=[C:11]2[CH:16]=[CH:15][C:14]([NH:17][CH2:18][CH2:19][CH2:20][N:21]3[CH2:26][CH2:25][CH:24]([O:27][CH:28]([C:35]4[CH:40]=[CH:39][CH:38]=[CH:37][CH:36]=4)[C:29]4[CH:34]=[CH:33][CH:32]=[CH:31][CH:30]=4)[CH2:23][CH2:22]3)=[N:13][N:12]2[CH:41]=1)=[O:8])C.[OH-].[Na+]>C(O)C>[C:35]1([CH:28]([C:29]2[CH:34]=[CH:33][CH:32]=[CH:31][CH:30]=2)[O:27][CH:24]2[CH2:25][CH2:26][N:21]([CH2:20][CH2:19][CH2:18][NH:17][C:14]3[CH:15]=[CH:16][C:11]4[N:12]([CH:41]=[C:9]([C:7]([NH:6][CH2:5][C:4]([OH:42])=[O:3])=[O:8])[N:10]=4)[N:13]=3)[CH2:22][CH2:23]2)[CH:40]=[CH:39][CH:38]=[CH:37][CH:36]=1 |f:1.2|. Yield: 23.8%. Reported procedure: 0.810 g of N-[6-[3-[4-(diphenylmethoxy)piperidino]propylamino]imidazo[1,2-b]pyridazine-2-carbonyl]glycine ethyl ester was dissolved in 4 ml of ethanol; 2 ml of a 1 N aqueous solution of sodium hydroxide was added, followed by stirring at room temperature for 3 hours. The mixture was concentrated under reduced pressure; ice water and 2.1 ml of 1 N hydrochloric acid were added to the residue, followed by extraction with ethyl acetate-tetrahydrofuran (1:2); the extract was washed with saturated sal... Product: C1(=CC=CC=C1)C(OC1CCN(CC1)CCCNC=1C=CC=2N(N1)C=C(N2)C(=O)NCC(=O)O)C2=CC=CC=C2 (N-[6-[3-[4-(diphenylmethoxy)piperidino]propylamino]imidazo[1,2-b]pyridazine-2-carbonyl]glycine). Reactants: aqueous solution, [OH-].[Na+] (sodium hydroxide), C(C)OC(CNC(=O)C=1N=C2N(N=C(C=C2)NCCCN2CCC(CC2)OC(C2=CC=CC=C2)C2=CC=CC=C2)C1)=O (N-[6-[3-[4-(diphenylmethoxy)piperidino]propylamino]imidazo[1,2-b]pyridazine-2-carbonyl]glycine ethyl ester). Reaction conditions: time 3 hour. Solvent: C(C)O (ethanol). The reactants are CC(C)(C(CC(C)(C)C)=O)C (2,2,5,5-tetramethyl-hexan-3-one), C(C)(=O)O.C(=N)N (formamidine acetate). Run in C(CCC)O (butanol). Run at temperature 130 celsius, time 24 hour. Yields the product C(C)(C)(C)C1=NC=NC=C1C(C)(C)C (4,5-di-tert-butyl-pyrimidine). Yield: 43.3%. RXN SMILES: [CH3:1][C:2]([CH3:11])([C:4](=O)[CH2:5][C:6]([CH3:9])([CH3:8])[CH3:7])[CH3:3].[C:12](O)(=O)C.[CH:16]([NH2:18])=[NH:17]>C(O)CCC>[C:2]([C:4]1[C:5]([C:6]([CH3:9])([CH3:8])[CH3:7])=[CH:12][N:18]=[CH:16][N:17]=1)([CH3:11])([CH3:3])[CH3:1] |f:1.2|. Procedure: A 100 mL reaction flask is charged with 2,2,5,5-tetramethyl-hexan-3-one (10 g, 0.06 mol), formamidine acetate (33 g, 0.3 mol), and butanol (50 mL). The reaction mixture is heated to 130° C. and stirred for 24 hours. The crude mass is washed once with aqueous sulfuric acid (10%, 100 mL) followed by twice with brine (30 mL). Butanol is recovered by roto-evaporation. The crude product is further purified with liquid chromatography (Biotage® system) and then crystallized. Product 4,5-di-tert-butyl-p... Reactants: CCOC(C)=O, CCO, CCOC(=O)C(CSCC)CC(C)C, Cl, [K+], [OH-], O. The product is CCSCC(CC(C)C)C(=O)O. As a reaction SMILES: [C:20]([O:21][CH2:22][CH3:23])(=[O:24])[CH3:25].[CH2:17]([OH:18])[CH3:19].[CH2:1]([CH3:2])[S:3][CH2:4][CH:5]([C:6](=[O:7])[O:8][CH2:9][CH3:10])[CH2:11][CH:12]([CH3:13])[CH3:14].[ClH:16].[K+:27].[OH-:26].[OH2:15]>>[CH2:1]([CH3:2])[S:3][CH2:4][CH:5]([C:6](=[O:7])[OH:8])[CH2:11][CH:12]([CH3:13])[CH3:14]. Starting materials: C1(=CC=CC=C1)OC(NC1=C(C=C(C=C1)OC1=CC=NC2=CC(=C(C=C12)C#N)OCC1=CC=CC=C1)Cl)=O ([4-(7-Benzyloxy-6-cyanoquinolin-4-yloxy)-2-chloro phenyl]carbamic acid phenyl ester), CN(C=O)C (dimethylformamide), O1CCCC1 (tetrahydrofuran). The solvent is O (Water). Conditions: time 10 minute. Product: C(C1=CC=CC=C1)OC1=C(C=C2C(=CC=NC2=C1)OC1=CC(=C(C=C1)NC(=O)NC)Cl)C#N (N-[4-(7-Benzyloxy-6-cyanoquinolin-4-yloxy)-2-chloro-phenyl]-N′-methylurea). RXN SMILES: C1([O:7][C:8](=O)[NH:9][C:10]2[CH:15]=[CH:14][C:13]([O:16][C:17]3[C:26]4[C:21](=[CH:22][C:23]([O:29][CH2:30][C:31]5[CH:36]=[CH:35][CH:34]=[CH:33][CH:32]=5)=[C:24]([C:27]#[N:28])[CH:25]=4)[N:20]=[CH:19][CH:18]=3)=[CH:12][C:11]=2[Cl:37])C=CC=CC=1.[CH3:39][N:40](C)C=O.O1CCCC1>O>[CH2:30]([O:29][C:23]1[CH:22]=[C:21]2[C:26]([C:17]([O:16][C:13]3[CH:14]=[CH:15][C:10]([NH:9][C:8]([NH:40][CH3:39])=[O:7])=[C:11]([Cl:37])[CH:12]=3)=[CH:18][CH:19]=[N:20]2)=[CH:25][C:24]=1[C:27]#[N:28])[C:31]1[CH:36]=[CH:35][CH:34]=[CH:33][CH:32]=1. Procedure details: [4-(7-Benzyloxy-6-cyanoquinolin-4-yloxy)-2-chloro phenyl]carbamic acid phenyl ester (1.17 g) was added to dimethylformamide (6 ml), and then amethylamine-containing 2N tetrahydrofuran solution (0.4 ml) was added and the mixture was stirred for 10 minutes. Water (15 ml) was added, and the precipitated crystals were filtered out and washed with diethyl ether to obtain the title compound (968 mg) Reaction conditions: temperature 0 celsius, time 1.5 hour. Procedure: A solution of 4-bromobenzaldehyde (5.81 g, 31.4 mmol) and 4-(trifluoromethyl)-benzylamine (5.00 g, 28.6 mmol) in toluene (100 mL) was heated at reflux for 75 min with azeotropic removal of water. The toluene was evaporated off under reduce pressure. The residue was taken up in methanol (100 mL) and cooled to 0° C. NaBH4 (2.16 g, 57.1 mmol) was added portionwise and the reaction mixture was stirred at 0° C. for 1.5 h. The reaction mixture was poured into water (200 mL)/brine (200 mL) and extracte... Run in C1(=CC=CC=C1)C (toluene). Yields the product Cl.BrC1=CC=C(CNCC2=CC=C(C=C2)C(F)(F)F)C=C1 (N-(4-bromobenzyl)-N-[4-(trifluoromethyl)benzyl]amine hydrochloride). RXN SMILES: [Br:1][C:2]1[CH:9]=[CH:8][C:5]([CH:6]=O)=[CH:4][CH:3]=1.[F:10][C:11]([F:21])([F:20])[C:12]1[CH:19]=[CH:18][C:15]([CH2:16][NH2:17])=[CH:14][CH:13]=1.O.[BH4-].[Na+].[Cl-:25].[Na+].O>C1(C)C=CC=CC=1>[ClH:25].[Br:1][C:2]1[CH:9]=[CH:8][C:5]([CH2:6][NH:17][CH2:16][C:15]2[CH:14]=[CH:13][C:12]([C:11]([F:10])([F:20])[F:21])=[CH:19][CH:18]=2)=[CH:4][CH:3]=1 |f:3.4,5.6.7,9.10|. The reactants are BrC1=CC=C(C=O)C=C1 (4-bromobenzaldehyde), FC(C1=CC=C(CN)C=C1)(F)F (4-(trifluoromethyl)-benzylamine), O (water), [Cl-].[Na+].O (brine), [BH4-].[Na+] (NaBH4), O (water). Isolated yield 89.0%. Yields the product O=C(O)C(F)(F)F, CC(C)(N)CCC[N+](=O)[O-]. The reactants are CC(C)(CCC[N+](=O)[O-])NC(=O)OC(C)(C)C, ClCCl, O=C(O)C(F)(F)F. RXN SMILES: [C:1]([O:2][C:3](=[O:4])[NH:7][C:8]([CH2:9][CH2:10][CH2:11][N+:12](=[O:13])[O-:14])([CH3:15])[CH3:16])([CH3:5])([CH3:6])[CH3:17].[Cl:25][CH2:26][Cl:27].[F:18][C:19]([C:20](=[O:21])[OH:22])([F:23])[F:24]>>[F:18][C:19]([C:20](=[O:21])[OH:22])([F:23])[F:24].[NH2:7][C:8]([CH2:9][CH2:10][CH2:11][N+:12](=[O:13])[O-:14])([CH3:15])[CH3:16].